From a dataset of the Open Reaction Database (ORD), a public repository of structured organic reaction records. describe an organic reaction: reactants, conditions, products, and yield The reactants are [Si](C)(C)(C(C)(C)C)O[C@@H]1C=C2C=C[C@@H]([C@@H]([C@H]2[C@H](C1)OC(C(CCC)(C)OC1=CC=CC=C1)=O)CC[C@@H]1C[C@H](CC(O1)=O)O[Si](C)(C)C(C)(C)C)C ((4R,6R)-6-([1S,2S,6S,8S,8aR]-2-{1,2,6,7,8,8a-hexahydro-6-t-butyldimethylsilyloxy-8-[(2RS)-2-phenoxy-2-methylvaleryloxy]-2-methyl-1-naphthyl}ethyl)tetrahydro-4-t-butyldimethylsilyloxy-2H-pyran-2-one), solution, [F-].C(CCC)[N+](CCCC)(CCCC)CCCC (tetrabutylammonium fluoride). The solvent is O1CCCC1 (tetrahydrofuran). Product: O[C@@H]1C=C2C=C[C@@H]([C@@H]([C@H]2[C@H](C1)OC(C(CCC)(C)OC1=CC=CC=C1)=O)CC[C@@H]1C[C@H](CC(O1)=O)O)C ((4R,6R)-6-([1S,2S,6S,8S,8aR]-2-{1,2,6,7,8,8a-Hexahydro-6-hydroxy-8-[(2RS)-2-phenoxy-2-methylvaleryloxy]-2-methyl-1-naphthyl}ethyl)tetrahydro-4-hydroxy-2H-pyran-2-one). RXN SMILES: [Si]([O:8][C@H:9]1[CH2:18][C@H:17]([O:19][C:20](=[O:33])[C:21]([O:26][C:27]2[CH:32]=[CH:31][CH:30]=[CH:29][CH:28]=2)([CH3:25])[CH2:22][CH2:23][CH3:24])[C@H:16]2[C:11]([CH:12]=[CH:13][C@H:14]([CH3:51])[C@@H:15]2[CH2:34][CH2:35][C@H:36]2[O:41][C:40](=[O:42])[CH2:39][C@H:38]([O:43][Si](C(C)(C)C)(C)C)[CH2:37]2)=[CH:10]1)(C(C)(C)C)(C)C.[F-].C([N+](CCCC)(CCCC)CCCC)CCC>O1CCCC1>[OH:8][C@H:9]1[CH2:18][C@H:17]([O:19][C:20](=[O:33])[C:21]([O:26][C:27]2[CH:32]=[CH:31][CH:30]=[CH:29][CH:28]=2)([CH3:25])[CH2:22][CH2:23][CH3:24])[C@H:16]2[C:11]([CH:12]=[CH:13][C@H:14]([CH3:51])[C@@H:15]2[CH2:34][CH2:35][C@H:36]2[O:41][C:40](=[O:42])[CH2:39][C@H:38]([OH:43])[CH2:37]2)=[CH:10]1 |f:1.2|. Procedure details: A procedure similar to that described in Example 2, above, was followed, but using 0.32 g of (4R,6R)-6-([1S,2S,6S,8S,8aR]-2-{1,2,6,7,8,8a-hexahydro-6-t-butyldimethylsilyloxy-8-[(2RS)-2-phenoxy-2-methylvaleryloxy]-2-methyl-1-naphthyl}ethyl)tetrahydro-4-t-butyldimethylsilyloxy-2H-pyran-2-one [prepared as described in Example 88, above] and 6.48 ml of a 1.0 molar solution of tetrabutylammonium fluoride in tetrahydrofuran, to give 0.11 g of the title compound as white crystals, melting at between 15... The yield is 49.7%. The reactants are C1CCOC1, [Li]CCCC, CSSC, COCC1(O)C=CC(F)=C([Si](C)(C)C)C1F. Product: COCC1(O)C(SC)=CC(F)=C([Si](C)(C)C)C1F. RXN SMILES: [CH2:26]1[O:27][CH2:28][CH2:29][CH2:30]1.[CH3:17][CH2:18][CH2:19][CH2:20][Li:21].[CH3:22][S:23][S:24][CH3:25].[F:1][CH:2]1[C:3]([OH:13])([CH2:14][O:15][CH3:16])[CH:4]=[CH:5][C:6]([F:12])=[C:7]1[Si:8]([CH3:9])([CH3:10])[CH3:11]>>[F:1][CH:2]1[C:3]([OH:13])([CH2:14][O:15][CH3:16])[C:4]([S:23][CH3:22])=[CH:5][C:6]([F:12])=[C:7]1[Si:8]([CH3:9])([CH3:10])[CH3:11].